This data is from the Open Reaction Database (ORD), a public repository of structured organic reaction records. The task is: describe an organic reaction: reactants, conditions, products, and yield The reactants are C1CCOC1, COC(=O)C(C)(N)c1cc2c3ccccc3n(S(C)(=O)=O)c2cn1, O=C(Cl)OC1C2CC3CC(C2)CC1C3, CCN(C(C)C)C(C)C. The product is COC(=O)C(C)(NC(=O)OC1C2CC3CC(C2)CC1C3)c1cc2c3ccccc3n(S(C)(=O)=O)c2cn1. Reaction SMILES: [CH2:48]1[O:49][CH2:50][CH2:51][CH2:52]1.[CH3:1][O:2][C:3]([C:4]([NH2:5])([CH3:6])[c:7]1[n:8][cH:9][c:10]2[n:11]([S:20](=[O:21])(=[O:22])[CH3:23])[c:12]3[cH:13][cH:14][cH:15][cH:16][c:17]3[c:18]2[cH:19]1)=[O:24].[CH:25]12[CH:26]([O:35][C:36](=[O:37])[Cl:38])[CH:27]3[CH2:28][CH:29]([CH2:30][CH:31]([CH2:32]1)[CH2:33]3)[CH2:34]2.[CH:39]([N:40]([CH:41]([CH3:42])[CH3:43])[CH2:44][CH3:45])([CH3:46])[CH3:47]>>[CH3:1][O:2][C:3]([C:4]([NH:5][C:36]([O:35][CH:26]1[CH:25]2[CH2:32][CH:31]3[CH2:30][CH:29]([CH2:28][CH:27]1[CH2:33]3)[CH2:34]2)=[O:37])([CH3:6])[c:7]1[n:8][cH:9][c:10]2[n:11]([S:20](=[O:21])(=[O:22])[CH3:23])[c:12]3[cH:13][cH:14][cH:15][cH:16][c:17]3[c:18]2[cH:19]1)=[O:24]. Starting materials: CC(=O)C=O (methylglyoxal), dimethyl 2-(2'-propynyl)-3-oxoglutarate, [OH-].[Na+] (sodium hydroxide), C1(=CC=CC=C1)C (toluene), S(O)(O)(=O)=O (sulfuric acid). Reaction conditions: temperature 30 celsius, time 5 hour. The product is O=C(C)C(CC(CCC#C)=O)O (2,5-dioxo-3-hydroxy-8-nonyne). The yield is 82.0%. RXN SMILES: [OH-:1].[Na+].S(=O)(=O)(O)O.[CH3:8][C:9]([CH:11]=[O:12])=[O:10].[C:13]1(C)[CH:18]=[CH:17][CH:16]=[CH:15][CH:14]=1>>[O:10]=[C:9]([CH:11]([OH:12])[CH2:13][C:14](=[O:1])[CH2:15][CH2:16][C:17]#[CH:18])[CH3:8] |f:0.1|. Procedure: To dimethyl 2-(2'-propynyl)-3-oxoglutarate (21.2 g) was added a 10% aqueous sodium hydroxide solution (sodium hydroxide 8.0 g, water 72 ml) with ice cooling, followed by stirring at 30° C. for 5 hours. The pH of the reaction solution was adjusted to 7.5 with a 10% sulfuric acid with ice cooling, and toluene (60 ml) was added thereto. While passing nitrogen stream, a 40.7% aqueous methylglyoxal solution (20 g) was added dropwise to the reaction solution at 35° C. over 2 hours. Thereafter, the rea... The reactants are CC(C)(C)OC(=O)Nc1cscn1, C[Si](C)(C)[N-][Si](C)(C)C, [Cl-], O=S(=O)(Cl)c1cc(Cl)c(F)cc1F, [Li+], [NH4+], C1CCOC1. Yields the product CC(C)(C)OC(=O)N(c1cscn1)S(=O)(=O)c1cc(Cl)c(F)cc1F. Reaction SMILES: [C:1]([CH3:2])([CH3:3])([CH3:4])[O:5][C:6]([NH:7][c:8]1[n:9][cH:10][s:11][cH:12]1)=[O:13].[CH3:14][Si:15]([CH3:16])([CH3:17])[N-:18][Si:19]([CH3:20])([CH3:21])[CH3:22].[Cl-:37].[Cl:24][c:25]1[c:26]([F:36])[cH:27][c:28]([F:35])[c:29]([S:31](=[O:32])(=[O:33])[Cl:34])[cH:30]1.[Li+:23].[NH4+:38].[O:39]1[CH2:40][CH2:41][CH2:42][CH2:43]1>>[C:1]([CH3:2])([CH3:3])([CH3:4])[O:5][C:6]([N:7]([c:8]1[n:9][cH:10][s:11][cH:12]1)[S:31]([c:29]1[c:28]([F:35])[cH:27][c:26]([F:36])[c:25]([Cl:24])[cH:30]1)(=[O:32])=[O:33])=[O:13]. Reactants: C(C1=CC=CC=C1)OC1=CC=C(C=C1)CCC(=O)OCC1=CC=CC=C1 (Benzyl 3-(4-benzyloxyphenyl)propionate), [OH-].[K+] (potassium hydroxide). The solvent is C(C)O (ethanol). Yields the product C(C1=CC=CC=C1)OC1=CC=C(C=C1)CCC(=O)O (3-(4-benzyloxyphenyl)propionic acid). The yield is 73.1%. As a reaction SMILES: [CH2:1]([O:8][C:9]1[CH:14]=[CH:13][C:12]([CH2:15][CH2:16][C:17]([O:19]CC2C=CC=CC=2)=[O:18])=[CH:11][CH:10]=1)[C:2]1[CH:7]=[CH:6][CH:5]=[CH:4][CH:3]=1.[OH-].[K+]>C(O)C>[CH2:1]([O:8][C:9]1[CH:10]=[CH:11][C:12]([CH2:15][CH2:16][C:17]([OH:19])=[O:18])=[CH:13][CH:14]=1)[C:2]1[CH:3]=[CH:4][CH:5]=[CH:6][CH:7]=1 |f:1.2|. Procedure: Benzyl 3-(4-benzyloxyphenyl)propionate (9.25 g) and a solution of 2.8 g potassium hydroxide in 95% ethanol (125 ml) were placed in a flask, and the mixture was heated under reflux for 30 minutes. At the end of reaction, the solvent was distilled off, ethyl acetate was added to the residue, and the resulting mixture was transferred to a separating funnel. After washing with 1N HCl and water, the ethyl acetate layer was collected and dried over anhydrous sodium sulfate, the solvent was distilled o...